This data is from the Open Reaction Database (ORD), a public repository of structured organic reaction records. The task is: describe an organic reaction: reactants, conditions, products, and yield Reactants: CC[SiH](CC)CC, CC1(C)C(O)c2cc(Cl)ccc2NC1c1cccc([N+](=O)[O-])c1, O=C(O)C(F)(F)F. Reaction SMILES: [CH2:31]([SiH:32]([CH2:33][CH3:34])[CH2:35][CH3:36])[CH3:37].[Cl:1][c:2]1[cH:3][c:4]2[c:9]([cH:10][cH:11]1)[NH:8][CH:7]([c:12]1[cH:13][c:14]([N+:18](=[O:19])[O-:20])[cH:15][cH:16][cH:17]1)[C:6]([CH3:21])([CH3:22])[CH:5]2[OH:23].[OH:24][C:25]([C:26]([F:27])([F:28])[F:29])=[O:30]>>[Cl:1][c:2]1[cH:3][c:4]2[c:9]([cH:10][cH:11]1)[NH:8][CH:7]([c:12]1[cH:13][c:14]([N+:18](=[O:19])[O-:20])[cH:15][cH:16][cH:17]1)[C:6]([CH3:21])([CH3:22])[CH2:5]2. Yields the product CC1(C)Cc2cc(Cl)ccc2NC1c1cccc([N+](=O)[O-])c1. The reactants are FC1=C(C(=CC(=C1)NC(=O)OC(C)C)F)/C=C/C(=O)OC (methyl (2E)-3-{2,6-difluoro-4-[(isopropoxycarbonyl)amino]phenyl}acrylate), [H-].[H-].[H-].[H-].[Li+].[Al+3] (LiAlH4). Run in C1CCOC1 (THF), C1CCOC1 (THF). Run at temperature -20 celsius, time 15 minute. Yields the product FC=1C=C(C=C(C1\C=C\CO)F)NC(OC(C)C)=O (isopropyl 3,5-difluoro-4-[(1E)-3-hydroxyprop-1-enyl]phenylcarbamate). RXN SMILES: [H-].[H-].[H-].[H-].[Li+].[Al+3].[F:7][C:8]1[CH:13]=[C:12]([NH:14][C:15]([O:17][CH:18]([CH3:20])[CH3:19])=[O:16])[CH:11]=[C:10]([F:21])[C:9]=1/[CH:22]=[CH:23]/[C:24](OC)=[O:25]>C1COCC1>[F:7][C:8]1[CH:13]=[C:12]([NH:14][C:15](=[O:16])[O:17][CH:18]([CH3:19])[CH3:20])[CH:11]=[C:10]([F:21])[C:9]=1/[CH:22]=[CH:23]/[CH2:24][OH:25] |f:0.1.2.3.4.5|. Procedure details: A solution of LiAlH4 (26 mL of a 1.0 M THF solution, 26 mmol) was added to a cooled (−78° C.) solution of methyl (2E)-3-{2,6-difluoro-4-[(isopropoxycarbonyl)amino]phenyl}acrylate (7.77 g, 26 mmol) in THF (130 mL). The solution was allowed to warm slowly to −20° C. and maintained at that temperature for 2 hours. The reaction mixture was then quenched by slow addition of saturated NH4Cl and then treated with 30 mL of dilute citric acid. The resulting mixture was stirred for 15 minutes and then ext... Reactants: C(C)(=O)SCC1=CC(=C(OCC(=O)N)C=C1)Cl (2-[4-[(acetylthio)methyl]-2-chlorophenoxy]acetamide), [OH-].[Na+] (sodium hydroxide). The solvent is O (water), CO (methanol). Reaction conditions: time 2 day. Product: ClC1=C(OCC(=O)N)C=CC(=C1)CS (2-[2-chloro-4-(mercaptomethyl)phenoxy]acetamide). Reaction SMILES: C([S:4][CH2:5][C:6]1[CH:16]=[CH:15][C:9]([O:10][CH2:11][C:12]([NH2:14])=[O:13])=[C:8]([Cl:17])[CH:7]=1)(=O)C.[OH-].[Na+]>CO.O>[Cl:17][C:8]1[CH:7]=[C:6]([CH2:5][SH:4])[CH:16]=[CH:15][C:9]=1[O:10][CH2:11][C:12]([NH2:14])=[O:13] |f:1.2|. Procedure details: To a solution of the product from example 15 step c) (1.0 g) in methanol (50 ml) was added sodium hydroxide pellets (0.15 g) and the mixture stirred for 2 days. The mixture was diluted with water and the subtitle compound collected by filtration. (0.7 g). The reactants are COC=1C=C2C=CNC2=CC1 (5-methoxy-1H-indole), BrBr (bromine), CN(C=O)C (N,N-dimethylformamide), CN(C=O)C (N,N-dimethylformamide), IC (iodomethane), [H-].[Na+] (NaH). Run at temperature 0 celsius, time 15 minute. Reported procedure: To an ambient solution of 5-methoxy-1H-indole (5 g, 34.0 mmol) in N,N-dimethylformamide (100 mL) was added a solution of bromine (1.75 mL, 34.0 mmol) in N,N-dimethylformamide (25 mL). The mixture was stirred for about 15 minutes. The mixture was cooled to about 0° C., and NaH (3.26 g, 82 mmol) was added in portions over 15 minutes. The mixture was stirred for 15 minutes, and then iodomethane (2.55 mL, 40.8 mmol) was added. The bath was removed and the slurry was warmed to room temperature. After... The product is BrC1=CN(C2=CC=C(C=C12)OC)C (3-bromo-5-methoxy-1-methyl-1H-indole). Reaction SMILES: [CH3:1][O:2][C:3]1[CH:4]=[C:5]2C(=[CH:10][CH:11]=1)NC=[CH:6]2.[Br:12]Br.[H-].[Na+].IC.[CH3:18][N:19]([CH3:22])[CH:20]=O>>[Br:12][C:6]1[C:5]2[C:18](=[CH:10][CH:11]=[C:3]([O:2][CH3:1])[CH:4]=2)[N:19]([CH3:22])[CH:20]=1 |f:2.3|. The reactants are NC1C(N(C2=C(C(=N1)C1=C(C=CC=C1)F)C=CC=C2)CC=2C=NC=CC2)=O ((3RS)-3-amino-2,3-dihydro-5-(2-fluorophenyl)-1-(pyridin-3-yl)methyl-1H-1,4-benzodiazepin-2-one), CC=1C=C(C=CC1)N=C=O (3-methylphenyl isocyanate). Run in C(Cl)Cl (methylene chloride), C(Cl)Cl (methylene chloride). Run at time 8 hour. Yields the product FC1=C(C=CC=C1)C1=NC(C(N(C2=C1C=CC=C2)CC=2C=NC=CC2)=O)NC(=O)NC2=CC(=CC=C2)C (N-[(3RS)-2,3-dihydro-5-(2-fluorophenyl)-2-oxo-1-(pyridin-3-yl)methyl-1H-1,4-benzodiazepin-3-yl]-N'-(3-methylphenyl)urea). Reaction SMILES: [NH2:1][CH:2]1[N:8]=[C:7]([C:9]2[CH:14]=[CH:13][CH:12]=[CH:11][C:10]=2[F:15])[C:6]2[CH:16]=[CH:17][CH:18]=[CH:19][C:5]=2[N:4]([CH2:20][C:21]2[CH:22]=[N:23][CH:24]=[CH:25][CH:26]=2)[C:3]1=[O:27].[CH3:28][C:29]1[CH:30]=[C:31]([N:35]=[C:36]=[O:37])[CH:32]=[CH:33][CH:34]=1>C(Cl)Cl>[F:15][C:10]1[CH:11]=[CH:12][CH:13]=[CH:14][C:9]=1[C:7]1[C:6]2[CH:16]=[CH:17][CH:18]=[CH:19][C:5]=2[N:4]([CH2:20][C:21]2[CH:22]=[N:23][CH:24]=[CH:25][CH:26]=2)[C:3](=[O:27])[CH:2]([NH:1][C:36]([NH:35][C:31]2[CH:32]=[CH:33][CH:34]=[C:29]([CH3:28])[CH:30]=2)=[O:37])[N:8]=1. Reported procedure: To a solution of (3RS)-3-amino-2,3-dihydro-5-(2-fluorophenyl)-1-(pyridin-3-yl)methyl-1H-1,4-benzodiazepin-2-one (0.48 g) in dry methylene chloride (30 ml) was added dropwise a solution of 3-methylphenyl isocyanate (0.195 g) in dry methylene chloride (5 ml) under nitrogen atmosphere at cooling in an ice-bath. The mixture was stirred under the same temperature for 1 hour and at ambient temperature overnight. The resultant precipitates were collected by filtration and washed with isopropyl ether to... Reaction SMILES: [C:1]1([C:7]2[C:15]([CH:16]=[CH:17][C:18]([N:20]3[CH2:25][CH2:24][CH2:23][CH2:22][CH:21]3[CH2:26][OH:27])=[O:19])=[C:10]3[CH:11]=[CH:12][CH:13]=[CH:14][N:9]3[N:8]=2)[CH:6]=[CH:5][CH:4]=[CH:3][CH:2]=1.[C:28](OC(=O)C)(=[O:30])[CH3:29].C(OCC)(=O)C>N1C=CC=CC=1>[C:1]1([C:7]2[C:15]([CH:16]=[CH:17][C:18]([N:20]3[CH2:25][CH2:24][CH2:23][CH2:22][CH:21]3[CH2:26][O:27][C:28](=[O:30])[CH3:29])=[O:19])=[C:10]3[CH:11]=[CH:12][CH:13]=[CH:14][N:9]3[N:8]=2)[CH:2]=[CH:3][CH:4]=[CH:5][CH:6]=1. The solvent is N1=CC=CC=C1 (pyridine). The reactants are C1(=CC=CC=C1)C1=NN2C(C=CC=C2)=C1C=CC(=O)N1C(CCCC1)CO (1-[3-(2-Phenylpyrazolo[1,5-a]pyridin-3-yl)acryloyl]-2-hydroxymethylpiperidine), C(C)(=O)OC(C)=O (acetic anhydride), C(C)(=O)OCC (Ethyl acetate). Yield: 62.7%. Run at time 3 hour. The product is C1(=CC=CC=C1)C1=NN2C(C=CC=C2)=C1C=CC(=O)N1C(CCCC1)COC(C)=O (1-[3-(2-phenylpyrazolo-[1,5-a]pyridin-3-yl)acryloyl]-2-acetoxymethylpiperidine). Procedure details: 1-[3-(2-Phenylpyrazolo[1,5-a]pyridin-3-yl)acryloyl]-2-hydroxymethylpiperidine (trans isomer) (0.50 g) was added to a stirred solution of acetic anhydride (0.16 g) in pyridine (5 ml) at room temperature, and stirred at room temperature for 3 hours. Ethyl acetate was added to the reaction mixture and washed with 1N aqueous sodium hydroxide solution, water and saturated sodium chloride aqueous solution, then dried over magnesium sulfate and evaporated in vacuo. The residue was chromatographed on si... RXN SMILES: [Na][Na].[P:3]([CH2:7][NH:8][CH2:9][C:10]([OH:12])=[O:11])([OH:6])([OH:5])=[O:4].[CH:13]1[C:18]([C:19]([C:21]2[CH:26]=[CH:25][C:24]3[C:27]([O:29][C:30](=[O:31])[C:23]=3[CH:22]=2)=[O:28])=[O:20])=[CH:17][C:16]2[C:32]([O:34][C:35](=[O:36])[C:15]=2[CH:14]=1)=[O:33].[OH2:37]>>[C:30]([C:23]1[CH:22]=[C:21]([CH:26]=[CH:25][C:24]=1[C:27]([OH:37])=[O:28])[C:19]([C:18]1[CH:17]=[C:16]([C:32]([N:8]([CH2:9][C:10]([OH:12])=[O:11])[CH2:7][P:3]([OH:6])([OH:5])=[O:4])=[O:33])[C:15](=[CH:14][CH:13]=1)[C:35]([OH:34])=[O:36])=[O:20])([OH:29])=[O:31]. Reported procedure: To a 0.02 mole portion of the disodium salt of N-phosphonomethylglycine, prepared as described in previous examples, there is added 3.2 grams (0.01 mole) of 3,3',4,4'-benzophenonetetracarboxylic dianhydride. A pH of about 8 is maintained with periodic additions of alkali, and further anhydride, in 3.2 grams and 1.0 gram portions, are added to complete the reaction. The reaction mixture is diluted with water and passed through a column of ion exchange resin in the acid form. The second and third ... The product is C(=O)(O)C=1C=C(C(=O)C=2C=C(C(C(=O)O)=CC2)C(=O)N(CP(=O)(O)O)CC(=O)O)C=CC1C(=O)O (4-(3',4-dicarboxybenzoyl)-N-carboxymethyl-N-(phosphonomethyl)phthalamic acid), monohydrate. Reactants: C1=CC2=C(C=C1C(=O)C3=CC4=C(C=C3)C(=O)OC4=O)C(=O)OC2=O (3,3',4,4'-benzophenonetetracarboxylic dianhydride), [Na][Na] (disodium), P(=O)(O)(O)CNCC(=O)O (N-phosphonomethylglycine), anhydride, O (water), third. Reactants: CN(CC(=O)O)NC(=O)NCc1cccc2ccccc12, CCOC(OCC)C(C)N(Cc1cccc2ccccc12)C(=O)C(N)Cc1ccc(OC(C)(C)C)cc1. The product is CCOC(OCC)C(C)N(Cc1cccc2ccccc12)C(=O)C(Cc1ccc(OC(C)(C)C)cc1)NC(=O)CN(C)NC(=O)NCc1cccc2ccccc12. As a reaction SMILES: [CH3:1][N:2]([NH:3][C:4]([NH:5][CH2:6][c:7]1[cH:8][cH:9][cH:10][c:11]2[cH:12][cH:13][cH:14][cH:15][c:16]12)=[O:17])[CH2:18][C:19](=[O:20])[OH:21].[NH2:22][CH:23]([C:24](=[O:25])[N:26]([CH2:27][c:28]1[cH:29][cH:30][cH:31][c:32]2[cH:33][cH:34][cH:35][cH:36][c:37]12)[CH:38]([CH:39]([O:40][CH2:41][CH3:42])[O:43][CH2:44][CH3:45])[CH3:46])[CH2:47][c:48]1[cH:49][cH:50][c:51]([O:54][C:55]([CH3:56])([CH3:57])[CH3:58])[cH:52][cH:53]1>>[CH3:1][N:2]([NH:3][C:4]([NH:5][CH2:6][c:7]1[cH:8][cH:9][cH:10][c:11]2[cH:12][cH:13][cH:14][cH:15][c:16]12)=[O:17])[CH2:18][C:19](=[O:21])[NH:22][CH:23]([C:24](=[O:25])[N:26]([CH2:27][c:28]1[cH:29][cH:30][cH:31][c:32]2[cH:33][cH:34][cH:35][cH:36][c:37]12)[CH:38]([CH:39]([O:40][CH2:41][CH3:42])[O:43][CH2:44][CH3:45])[CH3:46])[CH2:47][c:48]1[cH:49][cH:50][c:51]([O:54][C:55]([CH3:56])([CH3:57])[CH3:58])[cH:52][cH:53]1. The reactants are C(C)(=O)NC=1SC(=C(C1C(=O)N)C)S(=O)(=O)C1=CC=CC=C1 (2-Acetylamino-5-benzenesulfonyl-4-methyl-thiophene-3-carboxylic acid amide), O1CCOCC1 (1,4-dioxane). Solvent: Cl (HCl). Run at temperature 80 celsius. The product is NC=1SC(=C(C1C(=O)O)C)S(=O)(=O)C1=CC=CC=C1 (2-Amino-5-benzenesulfonyl-4-methyl-thiophene-3-carboxylic acid). As a reaction SMILES: C([NH:4][C:5]1[S:6][C:7]([S:14]([C:17]2[CH:22]=[CH:21][CH:20]=[CH:19][CH:18]=2)(=[O:16])=[O:15])=[C:8]([CH3:13])[C:9]=1[C:10](N)=[O:11])(=O)C.[O:23]1CCOCC1>Cl>[NH2:4][C:5]1[S:6][C:7]([S:14]([C:17]2[CH:22]=[CH:21][CH:20]=[CH:19][CH:18]=2)(=[O:16])=[O:15])=[C:8]([CH3:13])[C:9]=1[C:10]([OH:11])=[O:23]. Procedure details: 2-Acetylamino-5-benzenesulfonyl-4-methyl-thiophene-3-carboxylic acid amide (980 mg 2.9 mmol) is dissolved in a mixture of 6 M aqueous HCl and 1,4-dioxane (1:1, 10 mL). This mixture is then heated at 80° C. for 6 h, and concentrated by evaporation to yield a residue that is as such.